From a dataset of the Open Reaction Database (ORD), a public repository of structured organic reaction records. describe an organic reaction: reactants, conditions, products, and yield The reactants are ClCC(C)=O (1-chloro-2-propanone), Br.Br.FC1=CC=C(C=C1)CN1C(=NC2=C1C=CC=C2)NC2CCNCC2 (1-(4-fluorophenylmethyl)-N-(4-piperidinyl)-1H-benzimidazol-2-amine dihydrobromide), C([O-])([O-])=O.[Na+].[Na+] (sodium carbonate). Reported procedure: A mixture of 9.25 parts of 1-chloro-2-propanone, 48.6 parts of 1-(4-fluorophenylmethyl)-N-(4-piperidinyl)-1H-benzimidazol-2-amine dihydrobromide, 32 parts of sodium carbonate and 135 parts of N,N-dimethylformamide was stirred and heated overnight at 50° C. The reaction mixture was pured onto water and the product was extracted with 4-methyl-2-pentanone. The extract was dried, filtered and evaporated. The residue was crystallized from 4-methyl-2-pentanone, yielding 15 parts (39.5%) of 1-[4-[[1-[(... The product is 15, FC1=CC=C(C=C1)CN1C(=NC2=C1C=CC=C2)NC2CCN(CC2)CC(C)=O (1-[4-[[1-[(4-fluorophenyl)methyl]-1H-benzimidazol-2-yl]amino]-1-piperidinyl]-2-propanone). The solvent is CN(C=O)C (N,N-dimethylformamide). Reaction conditions: temperature 50 celsius. Reaction SMILES: Cl[CH2:2][C:3](=[O:5])[CH3:4].Br.Br.[F:8][C:9]1[CH:14]=[CH:13][C:12]([CH2:15][N:16]2[C:20]3[CH:21]=[CH:22][CH:23]=[CH:24][C:19]=3[N:18]=[C:17]2[NH:25][CH:26]2[CH2:31][CH2:30][NH:29][CH2:28][CH2:27]2)=[CH:11][CH:10]=1.C(=O)([O-])[O-].[Na+].[Na+]>CN(C)C=O>[F:8][C:9]1[CH:14]=[CH:13][C:12]([CH2:15][N:16]2[C:20]3[CH:21]=[CH:22][CH:23]=[CH:24][C:19]=3[N:18]=[C:17]2[NH:25][CH:26]2[CH2:27][CH2:28][N:29]([CH2:2][C:3](=[O:5])[CH3:4])[CH2:30][CH2:31]2)=[CH:11][CH:10]=1 |f:1.2.3,4.5.6|. Yield: 39.5%. The reactants are C(C)(C)(C)C1=CC(=NO1)NC(=O)NC1=CC(=CC=C1)O (1-(5-tert-butylisoxazol-3-yl)-3-(3-hydroxyphenyl)urea), OC1=NC=NC2=CC=C(C=C12)OCCOC (4-hydroxy-6-(2-methoxyethoxy)quinazoline). The product is title compound, C(C)(C)(C)C1=CC(=NO1)NC(=O)NC1=CC(=CC=C1)OC1=NC=NC2=CC=C(C=C12)OCCOC (1-(5-tert-butylisoxazol-3-yl)-3-(3-(6-(2-methoxyethoxy)quinazolin-4-yloxy)phenyl)urea). Isolated yield 18.8%. As a reaction SMILES: [C:1]([C:5]1[O:9][N:8]=[C:7]([NH:10][C:11]([NH:13][C:14]2[CH:19]=[CH:18][CH:17]=[C:16]([OH:20])[CH:15]=2)=[O:12])[CH:6]=1)([CH3:4])([CH3:3])[CH3:2].O[C:22]1[C:31]2[C:26](=[CH:27][CH:28]=[C:29]([O:32][CH2:33][CH2:34][O:35][CH3:36])[CH:30]=2)[N:25]=[CH:24][N:23]=1>>[C:1]([C:5]1[O:9][N:8]=[C:7]([NH:10][C:11]([NH:13][C:14]2[CH:19]=[CH:18][CH:17]=[C:16]([O:20][C:22]3[C:31]4[C:26](=[CH:27][CH:28]=[C:29]([O:32][CH2:33][CH2:34][O:35][CH3:36])[CH:30]=4)[N:25]=[CH:24][N:23]=3)[CH:15]=2)=[O:12])[CH:6]=1)([CH3:4])([CH3:2])[CH3:3]. Procedure: The title compound was prepared from 1-(5-tert-butylisoxazol-3-yl)-3-(3-hydroxyphenyl)urea from Example 1A (138 mg, 0.5 mmol) and 4-chloro-6-(2-methoxyethoxy)quinazoline from Example 40A Step 5 (119 mg, 0.5 mmol) using the procedure of Example 16C. The crude product was purified by column chromatography (25-100% EtOAc/hexanes) to give 1-(5-tert-butylisoxazol-3-yl)-3-(3-(6-(2-methoxyethoxy)quinazolin-4-yloxy)phenyl)urea (45 mg, 0.094 mmol, 20%). 1H NMR (300 MHz, DMSO-d6) δ 9.59 (s, 1H), 9.01 (s, ... Reactants: N1=C(C=CC=C1)CCS (2-pyridylethyl mercaptan), C1CCC2=NCCCN2CC1 (DBU), C(C)C=1C(=NC(=NC1S(=O)C)N)C=1OC=CC1 (5-ethyl-4-furan-2-yl-6-methanesulfinyl-pyrimidin-2-ylamine). Run in COCCOC (DME). Reaction conditions: temperature 90 celsius. Product: C(C)C=1C(=NC(=NC1SCCC1=NC=CC=C1)N)C=1OC=CC1 (5-ethyl-4-furan-2-yl-6-(2-pyridin-2-yl-ethylsulfanyl)-pyrimidin-2-ylamine). Yield: 19.1%. Reaction SMILES: [CH2:1]([C:3]1[C:4]([C:13]2[O:14][CH:15]=[CH:16][CH:17]=2)=[N:5][C:6]([NH2:12])=[N:7][C:8]=1[S:9]([CH3:11])=O)[CH3:2].[N:18]1[CH:23]=[CH:22][CH:21]=[CH:20][C:19]=1[CH2:24]CS.C1CCN2C(=NCCC2)CC1>COCCOC>[CH2:1]([C:3]1[C:4]([C:13]2[O:14][CH:15]=[CH:16][CH:17]=2)=[N:5][C:6]([NH2:12])=[N:7][C:8]=1[S:9][CH2:11][CH2:24][C:19]1[CH:20]=[CH:21][CH:22]=[CH:23][N:18]=1)[CH3:2]. Procedure details: To a stirred suspension of 100 mg (0.40 mmol) 5-ethyl-4-furan-2-yl-6-methanesulfinyl-pyrimidin-2-ylamine in 5 ml DME in a pressure tube were added 230 mg (1.65 mmol) 2-pyridylethyl mercaptan and 0.18 ml (1.19 mmol) DBU and the mixture heated at 90° C. for 16 hours. The reaction mixture was then concentrated in vacuo. Chromatography (ethyl acetate/hexane 1/1 then ethyl acetate) followed by trituration in ether afforded 25 mg (19%) 5-ethyl-4-furan-2-yl-6-(2-pyridin-2-yl-ethylsulfanyl)-pyrimidin-2-... The reactants are O (water), CC1=CC(=CC(=N1)C#N)[N+](=O)[O-] (6-Methyl-4-nitro-pyridine-2-carbonitrile), N(=O)[O-].[Na+] (sodium nitrite), O (water), ice. The solvent is S(O)(O)(=O)=O (sulfuric acid). Conditions: time 30 minute. The product is CC1=CC(=CC(=N1)C(=O)O)[N+](=O)[O-] (6-Methyl-4-nitro-pyridine-2-carboxlic acid). Yield: 92.0%. As a reaction SMILES: [CH3:1][C:2]1[N:7]=[C:6]([C:8]#N)[CH:5]=[C:4]([N+:10]([O-:12])=[O:11])[CH:3]=1.N([O-])=[O:14].[Na+].[OH2:17]>S(=O)(=O)(O)O>[CH3:1][C:2]1[N:7]=[C:6]([C:8]([OH:14])=[O:17])[CH:5]=[C:4]([N+:10]([O-:12])=[O:11])[CH:3]=1 |f:1.2|. Reported procedure: A solution of 10.9 g (66.8 mmol) of 6-Methyl-4-nitro-pyridine-2-carbonitrile in 60 ml of 90% sulfuric acid was heated at 120° C. for 2 h and then allowed to cool to room temperature. A solution of 12.2 g (69.0 mmol, 2.65 equiv.) of sodium nitrite in 22 ml of water was added dropwise over a period of 30 min maintaining the temperature between 12-15° C. The reaction was stirred for 30 min at room temperature and then for 1 h at 80° C. The solution was allowed to cool to room temperature and poured... Starting materials: C(C)(C)(C)O[C@H](C(=O)OCC)C1=C2N3CCC(OCCCCC=4C=C(C=CC4COCC4=NN2C(N=C1C)=C4)C)(CC3)C (ethyl (2S)-2-(tert-butoxy)-2-{4,16,24-trimethyl-11,23-dioxa-1,5,7,8-tetraazapentacyclo[22.2.2.16,9.02,7.013,18]nonacosa-2,4,6(29),8,13(18),14,16-heptaen-3-yl}acetate), [OH-].[Na+] (NaOH). The solvent is CCO (EtOH). Product: C(C)(C)(C)O[C@H](C(=O)O)C1=C2N3CCC(OCCCCC=4C=C(C=CC4COCC4=NN2C(N=C1C)=C4)C)(CC3)C ((2S)-2-(tert-butoxy)-2-{4,16,24-trimethyl-11,23-dioxa-1,5,7,8-tetraazapentacyclo[22.2.2.16,9.02,7.013,18]nonacosa-2,4,6(29),8,13(18),14,16-heptaen-3-yl}acetic acid). Yield: 82.4%. RXN SMILES: [C:1]([O:5][C@@H:6]([C:12]1[C:37]([CH3:38])=[N:36][C:35]2=[CH:39][C:32]3=[N:33][N:34]2[C:13]=1[N:14]1[CH2:42][CH2:41][C:17]([CH3:43])([O:18][CH2:19][CH2:20][CH2:21][CH2:22][C:23]2[CH:24]=[C:25]([CH3:40])[CH:26]=[CH:27][C:28]=2[CH2:29][O:30][CH2:31]3)[CH2:16][CH2:15]1)[C:7]([O:9]CC)=[O:8])([CH3:4])([CH3:3])[CH3:2].[OH-].[Na+]>CCO>[C:1]([O:5][C@@H:6]([C:12]1[C:37]([CH3:38])=[N:36][C:35]2=[CH:39][C:32]3=[N:33][N:34]2[C:13]=1[N:14]1[CH2:15][CH2:16][C:17]([CH3:43])([O:18][CH2:19][CH2:20][CH2:21][CH2:22][C:23]2[CH:24]=[C:25]([CH3:40])[CH:26]=[CH:27][C:28]=2[CH2:29][O:30][CH2:31]3)[CH2:41][CH2:42]1)[C:7]([OH:9])=[O:8])([CH3:4])([CH3:2])[CH3:3] |f:1.2|. Procedure: A mixture of ethyl (2S)-2-(tert-butoxy)-2-{4,16,24-trimethyl-11,23-dioxa-1,5,7,8-tetraazapentacyclo[22.2.2.16,9.02,7.013,18]nonacosa-2,4,6(29),8,13(18),14,16-heptaen-3-yl}acetate (30 mg, 0.051 mmol) and NaOH (0.152 mL, 0.152 mmol) in EtOH (2 mL) was refluxed for 2 h. It was then cooled to rt and purified by preparative HPLC to obtain (2S)-2-(tert-butoxy)-2-{4,16,24-trimethyl-11,23-dioxa-1,5,7,8-tetraazapentacyclo[22.2.2.16,9.02,7.013,18]nonacosa-2,4,6(29),8,13(18),14,16-heptaen-3-yl}acetic acid ... The product is C12(CC3CC(CC(C1)C3)C2)C(=O)N2CCOCCOCCN(CCOCCOCC2)C(=O)C23CC1CC(CC(C2)C1)C3 (4, 13-Bis(1-adamantylcarbonyl)-1,7,10,16-tetraoxa-4,13-diazacyclooctadecane). Starting materials: O1CCNCCOCCOCCNCCOCC1 (1,7,10,16-tetraoxa-4,13-diazacyclooctadecane), C12(CC3CC(CC(C1)C3)C2)C(=O)Cl (1-adamantylcarbonyl chloride). RXN SMILES: [O:1]1[CH2:18][CH2:17][O:16][CH2:15][CH2:14][NH:13][CH2:12][CH2:11][O:10][CH2:9][CH2:8][O:7][CH2:6][CH2:5][NH:4][CH2:3][CH2:2]1.[C:19]12([C:29](Cl)=[O:30])[CH2:28][CH:23]3[CH2:24][CH:25]([CH2:27][CH:21]([CH2:22]3)[CH2:20]1)[CH2:26]2>>[C:19]12([C:29]([N:4]3[CH2:5][CH2:6][O:7][CH2:8][CH2:9][O:10][CH2:11][CH2:12][N:13]([C:29]([C:19]45[CH2:28][CH:23]6[CH2:22][CH:21]([CH2:27][CH:25]([CH2:24]6)[CH2:26]4)[CH2:20]5)=[O:30])[CH2:14][CH2:15][O:16][CH2:17][CH2:18][O:1][CH2:2][CH2:3]3)=[O:30])[CH2:28][CH:23]3[CH2:24][CH:25]([CH2:27][CH:21]([CH2:22]3)[CH2:20]1)[CH2:26]2. Procedure details: Analogously to Example 2 from 1,7,10,16-tetraoxa-4,13-diazacyclooctadecane and 1-adamantylcarbonyl chloride. The reactants are CCOC(=O)CBr, CN(C)C=O, O=C(c1cnccc1Oc1cc(Cl)c(O)cc1Cl)N1CCN(C2CC2)c2ccccc21, [H-], [Na+]. Yields the product CCOC(=O)COc1cc(Cl)c(Oc2ccncc2C(=O)N2CCN(C3CC3)c3ccccc32)cc1Cl. As a reaction SMILES: [Br:34][CH2:35][C:36](=[O:37])[O:38][CH2:39][CH3:40].[CH3:41][N:42]([CH3:43])[CH:44]=[O:45].[CH:1]1([N:4]2[CH2:5][CH2:6][N:7]([C:14](=[O:15])[c:16]3[cH:17][n:18][cH:19][cH:20][c:21]3[O:22][c:23]3[c:24]([Cl:31])[cH:25][c:26]([OH:30])[c:27]([Cl:29])[cH:28]3)[c:8]3[cH:9][cH:10][cH:11][cH:12][c:13]32)[CH2:2][CH2:3]1.[H-:32].[Na+:33]>>[CH:1]1([N:4]2[CH2:5][CH2:6][N:7]([C:14](=[O:15])[c:16]3[cH:17][n:18][cH:19][cH:20][c:21]3[O:22][c:23]3[c:24]([Cl:31])[cH:25][c:26]([O:30][CH2:35][C:36](=[O:37])[O:38][CH2:39][CH3:40])[c:27]([Cl:29])[cH:28]3)[c:8]3[cH:9][cH:10][cH:11][cH:12][c:13]32)[CH2:2][CH2:3]1.